From a dataset of the Open Reaction Database (ORD), a public repository of structured organic reaction records. describe an organic reaction: reactants, conditions, products, and yield The reactants are C(CCCCCC(=O)[O-])(=O)OC (Monomethyl pimelate), C1(=C(C=CC=C1)NC(OC1CCN(CC1)CCNC)=O)C1=CC=CC=C1 (1-[2-(methylamino)ethyl]piperidin-4-yl biphenyl-2-ylcarbamate). Product: C1(=C(C=CC=C1)NC(=O)OC1CCN(CC1)CCN(C(CCCCCC(=O)OC)=O)C)C1=CC=CC=C1 (Methyl 7-[(2-{4-[(biphenyl-2-ylcarbamoyl)oxy]piperidin-1-yl}ethyl)(methyl)amino]-7-oxoheptanoate). The yield is 102.5%. Reaction SMILES: [C:1]([O:11][CH3:12])(=[O:10])[CH2:2][CH2:3][CH2:4][CH2:5][CH2:6][C:7]([O-:9])=O.[C:13]1([C:33]2[CH:38]=[CH:37][CH:36]=[CH:35][CH:34]=2)[CH:18]=[CH:17][CH:16]=[CH:15][C:14]=1[NH:19][C:20](=[O:32])[O:21][CH:22]1[CH2:27][CH2:26][N:25]([CH2:28][CH2:29][NH:30][CH3:31])[CH2:24][CH2:23]1>>[C:13]1([C:33]2[CH:38]=[CH:37][CH:36]=[CH:35][CH:34]=2)[CH:18]=[CH:17][CH:16]=[CH:15][C:14]=1[NH:19][C:20]([O:21][CH:22]1[CH2:23][CH2:24][N:25]([CH2:28][CH2:29][N:30]([CH3:31])[C:7](=[O:9])[CH2:6][CH2:5][CH2:4][CH2:3][CH2:2][C:1]([O:11][CH3:12])=[O:10])[CH2:26][CH2:27]1)=[O:32]. Procedure: Monomethyl pimelate (79 mg, 0.450 mmol) and 1-[2-(methylamino)ethyl]piperidin-4-yl biphenyl-2-ylcarbamate (159 mg, 0.450 mmol) were used to give the title compound (235 mg; yield, 100%) as a colorless oily substance according to the method described in Example 12a. Starting materials: [Al+3], C1CCOC1, CCOC(=O)NC1CCN(Cc2ccnc(-c3cc(OC)c(OC)c(OC)c3)c2)CC1, [Cl-], [H-], [H-], [H-], [H-], [Li+], [NH4+]. Yields the product CNC1CCN(Cc2ccnc(-c3cc(OC)c(OC)c(OC)c3)c2)CC1. RXN SMILES: [Al+3:2].[CH2:40]1[O:41][CH2:42][CH2:43][CH2:44]1.[CH2:7]([O:8][C:10](=[O:9])[NH:12][CH:13]1[CH2:14][CH2:15][N:16]([CH2:19][c:20]2[cH:21][c:22](-[c:26]3[cH:27][c:28]([O:36][CH3:37])[c:29]([O:34][CH3:35])[c:30]([O:32][CH3:33])[cH:31]3)[n:23][cH:24][cH:25]2)[CH2:17][CH2:18]1)[CH3:11].[Cl-:38].[H-:1].[H-:4].[H-:5].[H-:6].[Li+:3].[NH4+:39]>>[CH3:10][NH:12][CH:13]1[CH2:14][CH2:15][N:16]([CH2:19][c:20]2[cH:21][c:22](-[c:26]3[cH:27][c:28]([O:36][CH3:37])[c:29]([O:34][CH3:35])[c:30]([O:32][CH3:33])[cH:31]3)[n:23][cH:24][cH:25]2)[CH2:17][CH2:18]1. Reactants: CCOC(=O)C(=O)CBr, CC#N, ClCCl, Sc1nc2ccccc2[se]1. Yields the product CCOC(=O)C(=O)CSc1nc2ccccc2[se]1. Reaction SMILES: [Br:11][CH2:12][C:13]([C:14](=[O:15])[O:16][CH2:17][CH3:18])=[O:19].[CH3:20][C:21]#[N:22].[Cl:23][CH2:24][Cl:25].[SH:1][c:2]1[se:3][c:4]2[c:5]([n:6]1)[cH:7][cH:8][cH:9][cH:10]2>>[S:1]([c:2]1[se:3][c:4]2[c:5]([n:6]1)[cH:7][cH:8][cH:9][cH:10]2)[CH2:12][C:13]([C:14](=[O:15])[O:16][CH2:17][CH3:18])=[O:19]. Reactants: CC(C)=O, O=C(NO)Nc1cccc(Cl)c1, O. Yields the product CC1(C)ONC(=O)N1c1cccc(Cl)c1. As a reaction SMILES: [CH3:13][C:14]([CH3:15])=[O:16].[Cl:1][c:2]1[cH:3][c:4]([NH:8][C:9](=[O:10])[NH:11][OH:12])[cH:5][cH:6][cH:7]1.[OH2:17]>>[Cl:1][c:2]1[cH:3][c:4]([N:8]2[C:9](=[O:10])[NH:11][O:12][C:14]2([CH3:13])[CH3:15])[cH:5][cH:6][cH:7]1. The reactants are NC=1C=C(C(=O)NC2CC2)C=CC1C (3-Amino-N-cyclopropyl-4-methylbenzamide), NC1=C(C(=O)O)C=C(C=C1)OC (2-amino-5-methoxybenzoic acid), C(OC)(OC)OC (trimethyl orthoformate), C(C)(=O)O (acetic acid). The solvent is C1(=CC=CC=C1)C (toluene), C(C)(=O)OCC (ethyl acetate). Yields the product C1(CC1)NC(C1=CC(=C(C=C1)C)N1C=NC2=CC=C(C=C2C1=O)OC)=O (N-cyclopropyl-3-(6-methoxy-4-oxoquinazolin-3(4H)-yl)-4-methylbenzamide). RXN SMILES: [NH2:1][C:2]1[CH:10]=[CH:9][C:8]([O:11][CH3:12])=[CH:7][C:3]=1[C:4]([OH:6])=O.[CH:13](OC)(OC)OC.C(O)(=O)C.[NH2:24][C:25]1[CH:26]=[C:27]([CH:34]=[CH:35][C:36]=1[CH3:37])[C:28]([NH:30][CH:31]1[CH2:33][CH2:32]1)=[O:29]>C1(C)C=CC=CC=1.C(OCC)(=O)C>[CH:31]1([NH:30][C:28](=[O:29])[C:27]2[CH:34]=[CH:35][C:36]([CH3:37])=[C:25]([N:24]3[C:4](=[O:6])[C:3]4[C:2](=[CH:10][CH:9]=[C:8]([O:11][CH3:12])[CH:7]=4)[N:1]=[CH:13]3)[CH:26]=2)[CH2:32][CH2:33]1. Reported procedure: A stirred mixture of 2-amino-5-methoxybenzoic acid (10 g), trimethyl orthoformate (13.1 ml), and acetic acid (0.34 ml) in toluene (240 ml) was heated under reflux for 6 hours. 3-Amino-N-cyclopropyl-4-methylbenzamide (10.23 g) was added to the reaction mixture and stirring continued at reflux for 16 hours. The reaction mixture was allowed to cool and then was diluted with ethyl acetate. The organic solution was then washed with 1N HCl solution, 2N NaOH solution (×2), brine, dried (magnesium sulfa...